Dataset: the Open Reaction Database (ORD), a public repository of structured organic reaction records. Task: describe an organic reaction: reactants, conditions, products, and yield Reactants: O=C1CCC(=O)N1Br, CN(C)C=O, Cc1cc(F)c(NN=CC(F)(F)F)cc1SCC(F)(F)F, O. Product: Cc1cc(F)c(NN=C(Br)C(F)(F)F)cc1SCC(F)(F)F. RXN SMILES: [Br:22][N:23]1[C:24](=[O:25])[CH2:26][CH2:27][C:28]1=[O:29].[CH3:31][N:32]([CH3:33])[CH:34]=[O:35].[F:1][c:2]1[c:3]([NH:15][N:16]=[CH:17][C:18]([F:19])([F:20])[F:21])[cH:4][c:5]([S:9][CH2:10][C:11]([F:12])([F:13])[F:14])[c:6]([CH3:8])[cH:7]1.[OH2:30]>>[F:1][c:2]1[c:3]([NH:15][N:16]=[C:17]([C:18]([F:19])([F:20])[F:21])[Br:22])[cH:4][c:5]([S:9][CH2:10][C:11]([F:12])([F:13])[F:14])[c:6]([CH3:8])[cH:7]1.